The task is: describe an organic reaction: reactants, conditions, products, and yield. This data is from the Open Reaction Database (ORD), a public repository of structured organic reaction records. The reactants are ClCCl, CC(C)(C)OC(=O)c1ccc(Nc2nc(Nc3ccc(C(=O)[O-])cc3)nc(OCC(F)(F)F)n2)cc1, O=C(O)C(F)(F)F. The product is O=C(O)c1ccc(Nc2nc(Nc3ccc(C(=O)O)cc3)nc(OCC(F)(F)F)n2)cc1. RXN SMILES: [Cl:44][CH2:45][Cl:46].[F:1][C:2]([CH2:3][O:4][c:5]1[n:6][c:7]([NH:21][c:22]2[cH:23][cH:24][c:25]([C:26](=[O:27])[O:28][C:29]([CH3:30])([CH3:31])[CH3:32])[cH:33][cH:34]2)[n:8][c:9]([NH:11][c:12]2[cH:13][cH:14][c:15]([C:16](=[O:17])[O-:18])[cH:19][cH:20]2)[n:10]1)([F:35])[F:36].[F:37][C:38]([F:39])([F:40])[C:41]([OH:42])=[O:43]>>[F:1][C:2]([CH2:3][O:4][c:5]1[n:6][c:7]([NH:21][c:22]2[cH:23][cH:24][c:25]([C:26](=[O:27])[OH:28])[cH:33][cH:34]2)[n:8][c:9]([NH:11][c:12]2[cH:13][cH:14][c:15]([C:16](=[O:17])[OH:18])[cH:19][cH:20]2)[n:10]1)([F:35])[F:36]. The product is CCOc1cc(-c2ccc(C(C)N3CCC(CC(C)(C)O)(c4ccccc4)OC3=O)cc2)cc(C)n1. RXN SMILES: [Br:36][c:37]1[cH:38][c:39]([O:44][CH2:45][CH3:46])[n:40][c:41]([CH3:43])[cH:42]1.[OH:1][C:2]([CH2:3][C:4]1([c:28]2[cH:29][cH:30][cH:31][cH:32][cH:33]2)[CH2:5][CH2:6][N:7]([CH:11]([CH3:12])[c:13]2[cH:14][cH:15][c:16]([B:19]3[O:20][C:21]([CH3:22])([CH3:23])[C:24]([CH3:25])([CH3:26])[O:27]3)[cH:17][cH:18]2)[C:8](=[O:10])[O:9]1)([CH3:34])[CH3:35]>>[OH:1][C:2]([CH2:3][C:4]1([c:28]2[cH:29][cH:30][cH:31][cH:32][cH:33]2)[CH2:5][CH2:6][N:7]([CH:11]([CH3:12])[c:13]2[cH:14][cH:15][c:16](-[c:37]3[cH:38][c:39]([O:44][CH2:45][CH3:46])[n:40][c:41]([CH3:43])[cH:42]3)[cH:17][cH:18]2)[C:8](=[O:10])[O:9]1)([CH3:34])[CH3:35]. The reactants are CCOc1cc(Br)cc(C)n1, CC(c1ccc(B2OC(C)(C)C(C)(C)O2)cc1)N1CCC(CC(C)(C)O)(c2ccccc2)OC1=O. The reactants are BrCCCCCCCSc1ccc(Br)cc1, CO, Cl, [Na]. The product is COCCCCCCCSc1ccc(Br)cc1. As a reaction SMILES: [Br:1][c:2]1[cH:3][cH:4][c:5]([S:8][CH2:9][CH2:10][CH2:11][CH2:12][CH2:13][CH2:14][CH2:15][Br:16])[cH:6][cH:7]1.[CH3:19][OH:20].[ClH:18].[Na:17]>>[Br:1][c:2]1[cH:3][cH:4][c:5]([S:8][CH2:9][CH2:10][CH2:11][CH2:12][CH2:13][CH2:14][CH2:15][O:20][CH3:19])[cH:6][cH:7]1. Solvent: C(=O)O (formic acid). The product is OC=1C=C(C#N)C=C(C1O)[N+](=O)[O-] (3,4-Dihydroxy-5-nitrobenzonitrile). Reaction SMILES: [OH:1][C:2]1[CH:3]=[C:4]([CH:7]=[C:8]([N+:11]([O-:13])=[O:12])[C:9]=1[OH:10])[CH:5]=O.Cl.[NH2:15]O.O>C(O)=O>[OH:1][C:2]1[CH:3]=[C:4]([CH:7]=[C:8]([N+:11]([O-:13])=[O:12])[C:9]=1[OH:10])[C:5]#[N:15] |f:1.2|. Reactants: OC=1C=C(C=O)C=C(C1O)[N+](=O)[O-] (3,4-dihydroxy-5-nitrobenzaldehyde), Cl.NO (hydroxylamine hydrochloride), O (water). Procedure details: A solution containing 0.92 g of 3,4-dihydroxy-5-nitrobenzaldehyde and 0.49 g of hydroxylamine hydrochloride in 5.0 ml of formic acid was refluxed for 1 h. 50 ml of water was added and the product was filtered and washed with water. Yield 0.3 g (33%), m.p. 175°-178° C. Reactants: O=C(Cc1ccc(Cl)c(Cl)c1)N1CCNC2CCCC(N3CCCC3)C21, COC(=O)Cl, ClCCl. Yields the product COC(=O)N1CCN(C(=O)Cc2ccc(Cl)c(Cl)c2)C2C(N3CCCC3)CCCC21. As a reaction SMILES: [Cl:1][c:2]1[cH:3][c:4]([CH2:9][C:10](=[O:11])[N:12]2[CH2:13][CH2:14][NH:15][CH:16]3[CH2:17][CH2:18][CH2:19][CH:20]([N:22]4[CH2:23][CH2:24][CH2:25][CH2:26]4)[CH:21]23)[cH:5][cH:6][c:7]1[Cl:8].[Cl:27][C:28](=[O:29])[O:30][CH3:31].[Cl:32][CH2:33][Cl:34]>>[Cl:1][c:2]1[cH:3][c:4]([CH2:9][C:10](=[O:11])[N:12]2[CH2:13][CH2:14][N:15]([C:28](=[O:29])[O:30][CH3:31])[CH:16]3[CH2:17][CH2:18][CH2:19][CH:20]([N:22]4[CH2:23][CH2:24][CH2:25][CH2:26]4)[CH:21]23)[cH:5][cH:6][c:7]1[Cl:8]. Reactants: C1=CC=C(C=C1)O.OS(=O)[O-] (phenol sulfonic acid), [OH-].[Ca+2].[OH-] (calcium hydroxide). Yields the product C1=CC(=CC=C1O)S(=O)(=O)[O-].C1=CC(=CC=C1O)S(=O)(=O)[O-].[Ca+2] (calcium phenolsulfonate). As a reaction SMILES: [CH:1]1[CH:6]=[CH:5][C:4]([OH:7])=[CH:3][CH:2]=1.[OH:8][S:9]([O-:11])=[O:10].[OH-].[Ca+2:13].[OH-]>>[CH:5]1[C:4]([OH:7])=[CH:3][CH:2]=[C:1]([S:9]([O-:11])(=[O:10])=[O:8])[CH:6]=1.[CH:5]1[C:4]([OH:7])=[CH:3][CH:2]=[C:1]([S:9]([O-:11])(=[O:10])=[O:8])[CH:6]=1.[Ca+2:13] |f:0.1,2.3.4,5.6.7|. Procedure: To 1000 g of 5% phenol sulfonic acid aqueous solution stirred at room temperature, 30 g of calcium hydroxide was added. The stirring was continued while measuring the pH value. At the time when the pH value reached 6, approximately, filtration was done by using a 0.4 μm glass filter to remove the insoluble components, so as to obtain a calcium phenolsulfonate aqueous solution.